Dataset: the Open Reaction Database (ORD), a public repository of structured organic reaction records. Task: describe an organic reaction: reactants, conditions, products, and yield Reactants: C(C)OC(C(C)(C)C=1C=C(C(=CC1)OC)C1=C(C=C(C=C1)C(F)(F)F)C=O)=O (2-(2′-formyl-6-methoxy-4′-trifluoromethyl-biphenyl-3-yl)-2-methyl-propionic acid ethyl ester), C(C)N (ethylamine). Product: C(C)OC(C(C)(C)C=1C=C(C(=CC1)OC)C1=C(C=C(C=C1)C(F)(F)F)CNCC)=O (2-(2′-Ethylaminomethyl-6-methoxy-4′-trifluoromethyl-biphenyl-3-yl)-2-methyl-propionic acid ethyl ester). Reaction SMILES: [CH2:1]([O:3][C:4](=[O:28])[C:5]([C:8]1[CH:9]=[C:10]([C:16]2[CH:21]=[CH:20][C:19]([C:22]([F:25])([F:24])[F:23])=[CH:18][C:17]=2[CH:26]=O)[C:11]([O:14][CH3:15])=[CH:12][CH:13]=1)([CH3:7])[CH3:6])[CH3:2].[CH2:29]([NH2:31])[CH3:30]>>[CH2:1]([O:3][C:4](=[O:28])[C:5]([C:8]1[CH:9]=[C:10]([C:16]2[CH:21]=[CH:20][C:19]([C:22]([F:23])([F:25])[F:24])=[CH:18][C:17]=2[CH2:26][NH:31][CH2:29][CH3:30])[C:11]([O:14][CH3:15])=[CH:12][CH:13]=1)([CH3:7])[CH3:6])[CH3:2]. Procedure details: Prepared according to the procedure described in Example 1, Step 5, using the following starting materials: 2-(2′-formyl-6-methoxy-4′-trifluoromethyl-biphenyl-3-yl)-2-methyl-propionic acid ethyl ester and ethylamine (2M in THF). The reactants are [OH-].[Na+] (sodium hydroxide), C1(=CC=CC=C1)C (toluene), ClC1=CC(NC(N1)=O)=O (6-chloropyrimidine-2,4(1H,3H)-dione), BrCC1=C(C=C(C=C1)C=1C(=CC=CC1)C#N)F (4′-(bromomethyl)-3′-fluorobiphenyl-2-carbonitrile), C([O-])([O-])=O.[K+].[K+] (potassium carbonate). Solvent: C(Cl)(Cl)Cl (chloroform), CS(=O)C (dimethyl sulfoxide). Reaction conditions: temperature 65 celsius, time 2 hour. Product: O=C1N(C(=CC(N1)=O)OCCC)CC1=C(C=C(C=C1)C=1C(=CC=CC1)C#N)F (4′-[(2,4-dioxo-6-propoxy-3,4-dihydropyrimidin-1(2H)-yl)methyl]-3′-fluorobiphenyl-2-carbonitrile). The yield is 26.0%. As a reaction SMILES: Cl[C:2]1[NH:7][C:6](=[O:8])[NH:5][C:4](=[O:9])[CH:3]=1.Br[CH2:11][C:12]1[CH:17]=[CH:16][C:15]([C:18]2[C:19]([C:24]#[N:25])=[CH:20][CH:21]=[CH:22][CH:23]=2)=[CH:14][C:13]=1[F:26].[C:27](=[O:30])([O-])[O-].[K+].[K+].[OH-].[Na+].[C:35]1(C)C=CC=C[CH:36]=1>C(Cl)(Cl)Cl.CS(C)=O>[O:8]=[C:6]1[NH:5][C:4](=[O:9])[CH:3]=[C:2]([O:30][CH2:27][CH2:35][CH3:36])[N:7]1[CH2:11][C:12]1[CH:17]=[CH:16][C:15]([C:18]2[C:19]([C:24]#[N:25])=[CH:20][CH:21]=[CH:22][CH:23]=2)=[CH:14][C:13]=1[F:26] |f:2.3.4,5.6|. Procedure: A mixture of 6-chloropyrimidine-2,4(1H,3H)-dione (5 g), 4′-(bromomethyl)-3′-fluorobiphenyl-2-carbonitrile (9.9 g), potassium carbonate (2.36 g) and dimethyl sulfoxide (35 mL) was stirred at 65° C. for 2 hr. To the reaction mixture were added 1N aqueous sodium hydroxide solution (35 mL) and toluene (30 mL), and the mixture was cooled to 0° C. The precipitated solid was dissolved in chloroform, and the mixture was extracted with 1N hydrochloric acid. The obtained chloroform layer was washed with s... Reactants: Cl.Cl.NCCCCCC[C@@H](C(=O)OCC)N[C@@H]1C(N(C[C@H](SC1)C=1SC=CC1)CC(=O)O)=O (α-{6(R)-[7-Amino-1(S)-ethoxycarbonylheptylamino]-5-oxo-2(S)-(2-thienyl)perhydro-1,4-thiazepin-4-yl}acetic acid dihydrochloride), Cl (hydrochloric acid). Run in aqueous solution, [OH-].[Na+] (sodium hydroxide). Run at time 24 hour. The product is NCCCCCC[C@@H](C(=O)O)N[C@@H]1C(N(C[C@H](SC1)C=1SC=CC1)CC(=O)O)=O (α{6(R)-[7-Amino-1(S)-carboxyheptylamino]-5-oxo-2(S)-(2-thienyl)perhydro-1,4-thiazepin-4-yl}acetic acid). The yield is 96.8%. As a reaction SMILES: Cl.Cl.[NH2:3][CH2:4][CH2:5][CH2:6][CH2:7][CH2:8][CH2:9][C@H:10]([NH:16][C@H:17]1[CH2:23][S:22][C@H:21]([C:24]2[S:25][CH:26]=[CH:27][CH:28]=2)[CH2:20][N:19]([CH2:29][C:30]([OH:32])=[O:31])[C:18]1=[O:33])[C:11]([O:13]CC)=[O:12].Cl>[OH-].[Na+]>[NH2:3][CH2:4][CH2:5][CH2:6][CH2:7][CH2:8][CH2:9][C@H:10]([NH:16][C@H:17]1[CH2:23][S:22][C@H:21]([C:24]2[S:25][CH:26]=[CH:27][CH:28]=2)[CH2:20][N:19]([CH2:29][C:30]([OH:32])=[O:31])[C:18]1=[O:33])[C:11]([OH:13])=[O:12] |f:0.1.2,4.5|. Reported procedure: 142 mg of α-{6(R)-[7-amino-1(S)-ethoxycarbonylheptylamino]-5-oxo-2(S)-(2-thienyl)perhydro-1,4-thiazepin-4-yl}acetic acid dihydrochloride (prepared as described in Example 5) were dissolved in 1.2 ml of a 1N aqueous solution of sodium hydroxide, and the mixture was allowed to stand for 24 hours. At the end of this time, the mixture as adjusted to a pH value of 4.8 by the addition of 1N aqueous hydrochloric acid and the resulted precipitates were collected by filtration to give 112 mg of the title... The reactants are [BH3-]C#N, O=Cc1cn(COCc2ccccc2)c2c(Cl)ncnc12, CO, CNC(CO)C(O)CSC, [Na+]. Yields the product CSCC(O)C(CO)N(C)Cc1cn(COCc2ccccc2)c2c(Cl)ncnc12. As a reaction SMILES: [C:1]([BH3-:2])#[N:3].[CH2:15]([c:16]1[cH:17][cH:18][cH:19][cH:20][cH:21]1)[O:22][CH2:23][n:24]1[cH:25][c:26]([CH:34]=[O:35])[c:27]2[n:28][cH:29][n:30][c:31]([Cl:33])[c:32]12.[CH3:36][OH:37].[CH3:5][NH:6][CH:7]([CH2:8][OH:9])[CH:10]([CH2:11][S:12][CH3:13])[OH:14].[Na+:4]>>[CH3:5][N:6]([CH:7]([CH2:8][OH:9])[CH:10]([CH2:11][S:12][CH3:13])[OH:14])[CH2:34][c:26]1[cH:25][n:24]([CH2:23][O:22][CH2:15][c:16]2[cH:17][cH:18][cH:19][cH:20][cH:21]2)[c:32]2[c:27]1[n:28][cH:29][n:30][c:31]2[Cl:33]. The reactants are NC1=CC=CC=C1 (Aniline), BrC1(CS[C@H]2N(C1C(=O)OCC(Cl)(Cl)Cl)C(C2NC(CC2=CC=CC=C2)=O)=O)C (2,2,2-trichloroethyl 3-bromo-3-methyl-7-(2-phenylacetamido)cepham-4-carboxylate). The reagents and catalysts are [B-](F)(F)(F)F.[Ag+] (silver fluoborate). The solvent is C(Cl)Cl (methylene chloride). Product: N(C1=CC=CC=C1)C1(CS[C@H]2N(C1C(=O)OCC(Cl)(Cl)Cl)C(C2NC(CC2=CC=CC=C2)=O)=O)C (2,2,2-trichloroethyl 3-anilino-3-methyl-7-(2-phenylacetamido)cepham-4-carboxylate). RXN SMILES: [NH2:1][C:2]1[CH:7]=[CH:6][CH:5]=[CH:4][CH:3]=1.Br[C:9]1([CH3:36])[CH:14]([C:15]([O:17][CH2:18][C:19]([Cl:22])([Cl:21])[Cl:20])=[O:16])[N:13]2[C:23](=[O:35])[CH:24]([NH:25][C:26](=[O:34])[CH2:27][C:28]3[CH:33]=[CH:32][CH:31]=[CH:30][CH:29]=3)[C@H:12]2[S:11][CH2:10]1>C(Cl)Cl.[B-](F)(F)(F)F.[Ag+]>[NH:1]([C:9]1([CH3:36])[CH:14]([C:15]([O:17][CH2:18][C:19]([Cl:20])([Cl:21])[Cl:22])=[O:16])[N:13]2[C:23](=[O:35])[CH:24]([NH:25][C:26](=[O:34])[CH2:27][C:28]3[CH:33]=[CH:32][CH:31]=[CH:30][CH:29]=3)[C@H:12]2[S:11][CH2:10]1)[C:2]1[CH:7]=[CH:6][CH:5]=[CH:4][CH:3]=1 |f:3.4|. Procedure details: Aniline (0.28 g) was added to a solution of 2,2,2-trichloroethyl 3-bromo-3-methyl-7-(2-phenylacetamido)cepham-4-carboxylate (1.10 g) in methylene chloride (15 ml). To the solution was added silver fluoborate 0.45 g under ice-cooling under stirring and stirred at the same temperature for 4 hours. After the reaction, the mixture was filtered and the filtrate was washed with dilute phosphoric acid aqueous solution and water in turn. The solution was dried over magnesium sulphate and concentrated. T... The reactants are NC1=C(C(=NN1C1=C(C=C(C=C1Cl)C(F)(F)F)Cl)C#N)C=1OC=CC1 (5-amino-3-cyano-1-(2,6-dichloro-4-trifluoromethylphenyl)-4-(furan-2-yl)pyrazole), N(=O)OC(C)(C)C (t-butyl nitrite). Run in O1CCCC1 (tetrahydrofuran). Run at temperature 65 celsius. Yields the product C(#N)C1=NN(C=C1C=1OC=CC1)C1=C(C=C(C=C1Cl)C(F)(F)F)Cl (3-Cyano-1-(2,6-dichloro-4-trifluoromethylphenyl)-4-(furan-2-yl)pyrazole). Reaction SMILES: N[C:2]1[N:6]([C:7]2[C:12]([Cl:13])=[CH:11][C:10]([C:14]([F:17])([F:16])[F:15])=[CH:9][C:8]=2[Cl:18])[N:5]=[C:4]([C:19]#[N:20])[C:3]=1[C:21]1[O:22][CH:23]=[CH:24][CH:25]=1.N(OC(C)(C)C)=O>O1CCCC1>[C:19]([C:4]1[C:3]([C:21]2[O:22][CH:23]=[CH:24][CH:25]=2)=[CH:2][N:6]([C:7]2[C:8]([Cl:18])=[CH:9][C:10]([C:14]([F:17])([F:15])[F:16])=[CH:11][C:12]=2[Cl:13])[N:5]=1)#[N:20]. Procedure: To a solution of 5-amino-3-cyano-1-(2,6-dichloro-4-trifluoromethylphenyl)-4-(furan-2-yl)pyrazole (0.081 g) in tetrahydrofuran (2 ml) was added t-butyl nitrite (74 μl). The mixture was heated to 65° C. for 1 hour, then cooled and evaporated. The residue was purified by column chromatography on silica gel (5 g) eluted with hexane containing increasing amounts of ether (up to 10%). Combination and evaporation of appropriate fraction gave the title compound as a white solid.